Dataset: the Open Reaction Database (ORD), a public repository of structured organic reaction records. Task: describe an organic reaction: reactants, conditions, products, and yield Starting materials: O=C([O-])[O-], Cn1c(=O)c2c(ncn2CC(O)CN2CCNCC2)n(C)c1=O, CN(C)C=O, Cl, Cl, [K+], [K+], O, O=S(=O)(CCCCl)c1ccccc1. Yields the product Cn1c(=O)c2c(ncn2CC(O)CN2CCN(CCCS(=O)(=O)c3ccccc3)CC2)n(C)c1=O. As a reaction SMILES: [C:39](=[O:40])([O-:41])[O-:42].[CH3:16][n:17]1[c:18](=[O:38])[n:19]([CH3:37])[c:20]2[n:21][cH:22][n:23]([CH2:27][CH:28]([CH2:29][N:30]3[CH2:31][CH2:32][NH:33][CH2:34][CH2:35]3)[OH:36])[c:24]2[c:25]1=[O:26].[CH3:46][N:47]([CH3:48])[CH:49]=[O:50].[ClH:14].[ClH:15].[K+:43].[K+:44].[OH2:45].[c:1]1([S:7](=[O:8])(=[O:9])[CH2:10][CH2:11][CH2:12][Cl:13])[cH:2][cH:3][cH:4][cH:5][cH:6]1>>[c:1]1([S:7](=[O:8])(=[O:9])[CH2:10][CH2:11][CH2:12][N:33]2[CH2:32][CH2:31][N:30]([CH2:29][CH:28]([CH2:27][n:23]3[cH:22][n:21][c:20]4[n:19]([CH3:37])[c:18](=[O:38])[n:17]([CH3:16])[c:25](=[O:26])[c:24]43)[OH:36])[CH2:35][CH2:34]2)[cH:2][cH:3][cH:4][cH:5][cH:6]1. Starting materials: NC1=CC(=NC2=CC=C(C=C12)NC(C1=C(C=CC=C1)COC1=CC=C(C=C1)C)=O)C(=O)OC (N-(4-amino-2-methoxycarbonyl-6-quinolyl)-2-[(4-methylphenoxy)methyl]benzamide), [BH4-].[Li+] (lithium tetrahydroborate), [Cl-].[Na+].O (brine). Solvent: O1CCCC1 (tetrahydrofuran), C(C)(=O)OCC (ethyl acetate). Conditions: time 10 minute. The product is Cl.NC1=CC(=NC2=CC=C(C=C12)NC(C1=C(C=CC=C1)COC1=CC=C(C=C1)C)=O)CO (N-(4-amino-2-hydroxymethyl-6-quinolyl)-2-[(4-methylphenoxy)methyl]benzamide hydrochloride). Isolated yield 67.0%. RXN SMILES: [NH2:1][C:2]1[C:11]2[C:6](=[CH:7][CH:8]=[C:9]([NH:12][C:13](=[O:29])[C:14]3[CH:19]=[CH:18][CH:17]=[CH:16][C:15]=3[CH2:20][O:21][C:22]3[CH:27]=[CH:26][C:25]([CH3:28])=[CH:24][CH:23]=3)[CH:10]=2)[N:5]=[C:4]([C:30](OC)=[O:31])[CH:3]=1.[BH4-].[Li+].[Cl-:36].[Na+].O>O1CCCC1.C(OCC)(=O)C>[ClH:36].[NH2:1][C:2]1[C:11]2[C:6](=[CH:7][CH:8]=[C:9]([NH:12][C:13](=[O:29])[C:14]3[CH:19]=[CH:18][CH:17]=[CH:16][C:15]=3[CH2:20][O:21][C:22]3[CH:23]=[CH:24][C:25]([CH3:28])=[CH:26][CH:27]=3)[CH:10]=2)[N:5]=[C:4]([CH2:30][OH:31])[CH:3]=1 |f:1.2,3.4.5,8.9|. Procedure: To a solution of N-(4-amino-2-methoxycarbonyl-6-quinolyl)-2-[(4-methylphenoxy)methyl]benzamide (170 mg, 0.385 mmol) obtained in Example 131, Step 5 in tetrahydrofuran (10 ml) was added, by small portions, lithium tetrahydroborate (42 mg, 1.927 mmol) under ice-cooling in an argon stream. After 10 min, the mixture was warmed to room temperature and the mixture was stirred for 2 hr. The reaction mire was diluted with saturated brine and ethyl acetate to separate the layers. The organic layer was wa...